From a dataset of the Open Reaction Database (ORD), a public repository of structured organic reaction records. describe an organic reaction: reactants, conditions, products, and yield Reactants: C1(CCCCC1)C(=O)C=1C=NC(=NC1)C1=CC=C(C=C1)C(F)(F)F (cyclohexyl{2-[4-(trifluoromethyl)phenyl]pyrimidin-5-yl}methanone), C(C)(=O)[O-].[NH4+] (ammonium acetate), C(#N)[BH3-].[Na+] (sodium cyanoborohydride). Solvent: CO (methanol). Reaction conditions: time 30 minute. Product: C1(CCCCC1)C(N)C=1C=NC(=NC1)C1=CC=C(C=C1)C(F)(F)F ((+/−)-1-cyclohexyl-1-{2-[4-(trifluoromethyl)phenyl]pyrimidin-5-yl}methanamine). RXN SMILES: [CH:1]1([C:7]([C:9]2[CH:10]=[N:11][C:12]([C:15]3[CH:20]=[CH:19][C:18]([C:21]([F:24])([F:23])[F:22])=[CH:17][CH:16]=3)=[N:13][CH:14]=2)=O)[CH2:6][CH2:5][CH2:4][CH2:3][CH2:2]1.C([O-])(=O)C.[NH4+].C([BH3-])#[N:31].[Na+]>CO>[CH:1]1([CH:7]([C:9]2[CH:10]=[N:11][C:12]([C:15]3[CH:20]=[CH:19][C:18]([C:21]([F:24])([F:23])[F:22])=[CH:17][CH:16]=3)=[N:13][CH:14]=2)[NH2:31])[CH2:6][CH2:5][CH2:4][CH2:3][CH2:2]1 |f:1.2,3.4|. Reported procedure: To a solution of crude cyclohexyl{2-[4-(trifluoromethyl)phenyl]pyrimidin-5-yl}methanone (505 mg, 1.51 mmol), and ammonium acetate (1.19 g, 15.1 mmol) in methanol (7.6 ml) was added sodium cyanoborohydride (0.150 g, 2.26 mmol). The flask was fitted with a reflux condenser and heated to reflux for 12 hours. The reaction was concentrated in vacuo, then diluted with dichloromethane and aqueous 1.0M sodium hydroxide. The mixture was stirred for 30 minutes, whereupon the aqueous layer was extracted wi... The reactants are ClC=1C=CC=2N(N1)C=C(N2)O (6-chloro-2-hydroxyimidazo[1,2-b]pyridazine), Ice water, [H-].[Na+] (sodium hydride), CI (methyl iodide). Run in CN(C=O)C (N,N-dimethylformamide). Run at time 30 minute. The product is ClC=1C=CC=2N(N1)C=C(N2)OC (6-chloro-2-methoxyimidazo[1,2-b]pyridazine). RXN SMILES: [Cl:1][C:2]1[CH:3]=[CH:4][C:5]2[N:6]([CH:8]=[C:9]([OH:11])[N:10]=2)[N:7]=1.[H-].[Na+].[CH3:14]I>CN(C)C=O>[Cl:1][C:2]1[CH:3]=[CH:4][C:5]2[N:6]([CH:8]=[C:9]([O:11][CH3:14])[N:10]=2)[N:7]=1 |f:1.2|. Procedure details: 2.69 g of 6-chloro-2-hydroxyimidazo[1,2-b]pyridazine was suspended in 30 ml of N,N-dimethylformamide; 838 mg of a 60% sodium hydride dispersion in mineral oil was added little by little, followed by stirring at room temperature for 30 minutes. Under ice water cooling conditions, 1.2 ml of methyl iodide was added, followed by stirring at room temperature for 3 days. Ice water was added, followed by extraction with ethyl acetate; the extract was washed with saline and dried with magnesium sulfate.... The reactants are NC=1C(=NC(=CC1)CC(=O)OCC)OC (ethyl 3-amino-2-methoxy-6-pyridylacetate), BrC1=C(C=CC=C1)N=C=O (2-bromophenylisocyanate), O (H2O). Run in C1CCOC1 (THF). Run at time 8 hour. Product: BrC1=C(C=CC=C1)NC(NC=1C(=NC(=CC1)CC(=O)OCC)OC)=O (ethyl 3-[N′-(2-bromophenyl)ureido]-2-methoxy-6-pyridylacetate). The yield is 93.1%. RXN SMILES: [NH2:1][C:2]1[C:3]([O:14][CH3:15])=[N:4][C:5]([CH2:8][C:9]([O:11][CH2:12][CH3:13])=[O:10])=[CH:6][CH:7]=1.[Br:16][C:17]1[CH:22]=[CH:21][CH:20]=[CH:19][C:18]=1[N:23]=[C:24]=[O:25].O>C1COCC1>[Br:16][C:17]1[CH:22]=[CH:21][CH:20]=[CH:19][C:18]=1[NH:23][C:24](=[O:25])[NH:1][C:2]1[C:3]([O:14][CH3:15])=[N:4][C:5]([CH2:8][C:9]([O:11][CH2:12][CH3:13])=[O:10])=[CH:6][CH:7]=1. Procedure details: To a stirred solution of ethyl 3-amino-2-methoxy-6-pyridylacetate (1.61 g, 7.66 mmol) in THF (10 ml) were added 2-bromophenylisocyanate (948 ml, 7.66 mmol) and Et3 N (107 ml, 0.776 mmol). After stirring overnight, the mixture was poured into H2O (100 ml) and extracted with CHCl3-MeOH (4:1, 2×200 ml). The combined extracts were dried over MgSO4 and evaporated. The residue was recrystallized from CHCl3-MeOH-hexane to give ethyl 3-[N′-(2-bromophenyl)ureido]-2-methoxy-6-pyridylacetate (2.91 g, 93%) ... The reactants are NC1=C(C(=C2C(=N1)OC1=CC(=CC=C1C2)O)N)C#N (2,4-diamino-8-hydroxy-5H-chromeno[2,3-b]pyridine-3-carbonitrile), BrCCOCC (2-bromoethyl-ethylether), BrCC(=O)O (bromoacetic acid). Product: NC1=C(C(=C2C(=N1)OC1=CC(=CC=C1C2)OCC(=O)O)N)C#N ([(2,4-diamino-3-cyano-5H-chromeno[2,3-b]pyridin-8-yl)oxy]acetic acid), solid. Isolated yield 31.0%. Reaction SMILES: [NH2:1][C:2]1[N:7]=[C:6]2[O:8][C:9]3[C:14]([CH2:15][C:5]2=[C:4]([NH2:17])[C:3]=1[C:18]#[N:19])=[CH:13][CH:12]=[C:11]([OH:16])[CH:10]=3.Br[CH2:21][C:22]([OH:24])=[O:23].BrCCOCC>>[NH2:1][C:2]1[N:7]=[C:6]2[O:8][C:9]3[C:14]([CH2:15][C:5]2=[C:4]([NH2:17])[C:3]=1[C:18]#[N:19])=[CH:13][CH:12]=[C:11]([O:16][CH2:21][C:22]([OH:24])=[O:23])[CH:10]=3. Procedure details: [(2,4-diamino-3-cyano-5H-chromeno[2,3-b]pyridin-8-yl)oxy]acetic acid was prepared from 2,4-diamino-8-hydroxy-5H-chromeno[2,3-b]pyridine-3-carbonitrile in the same manner as described in Example 10 using bromoacetic acid in lieu of 2-bromoethyl-ethylether. The product was isolated as a tan solid (110.6 mg, 31% yield). 1H NMR (400 MHz, DMSO) δ 7.030 (d, 1H), 6.640 (d, 1H), 6.516 (d, 1H), 6.474 (bs, 2H), 6.278 (bs, 2H), 4.633 (s, 2H), 3.543 (s, 2H); m/z 427 (M+H). The reactants are O.O.[Sn](Cl)Cl (tin(II) chloride dihydrate), BrC1=C(N)C(=CC=C1)[N+](=O)[O-] (2-bromo-6-nitroaniline), [OH-].[Na+] (sodium hydroxide), ice. Run in Cl (hydrochloric acid). Run at time 5 minute. Product: NC1=C(C(=CC=C1)Br)N (1,2-diamino-3-bromobenzene). As a reaction SMILES: O.O.[Sn](Cl)Cl.[Br:6][C:7]1[CH:13]=[CH:12][CH:11]=[C:10]([N+:14]([O-])=O)[C:8]=1[NH2:9].[OH-].[Na+]>Cl>[NH2:14][C:10]1[CH:11]=[CH:12][CH:13]=[C:7]([Br:6])[C:8]=1[NH2:9] |f:0.1.2,4.5|. Reported procedure: To a stirring slurry of tin(II) chloride dihydrate (8.28 g, 37 mmol) in conc. hydrochloric acid (40 mL) was added 2-bromo-6-nitroaniline (prepared as described in WO 02/22600, 1.99 g, 9.2 mmol), and the resulting mixture was stirred at room temperature for 5 min—an exotherm was observed. The mixture was stirred at reflux for 30 min, then allowed to cool to room temperature. The resulting slurry was poured onto crushed ice (˜100 mL), and the pH was adjusted to 14 by addition of sodium hydroxide p... The reactants are CC(C)(C)OC(=O)NC(CNc1ccccc1[N+](=O)[O-])C(=O)O, C, CO, [Pd]. The product is CC(C)(C)OC(=O)NC1CNc2ccccc2NC1=O. RXN SMILES: [C:1]([CH3:2])([CH3:3])([CH3:4])[O:5][C:6](=[O:7])[NH:8][CH:9]([C:10](=[O:11])[OH:23])[CH2:13][NH:14][c:15]1[c:16]([N+:21]([O-:12])=[O:22])[cH:17][cH:18][cH:19][cH:20]1.[C:26].[CH3:24][OH:25].[Pd:27]>>[C:1]([CH3:2])([CH3:3])([CH3:4])[O:5][C:6](=[O:7])[NH:8][CH:9]1[C:10](=[O:11])[NH:21][c:16]2[c:15]([cH:20][cH:19][cH:18][cH:17]2)[NH:14][CH2:13]1. Starting materials: CN1C(N(C(C=2C1=CNC2C=2C=C(C#N)C=CC2)=O)C)=O (3-(1,3-Dimethyl-2,4-dioxo-2,3,4,6-tetrahydro-1H-pyrrolo[3,4-d]pyrimidin-5-yl)benzonitrile), IC1=NN(C=C1)C (3-iodo-1-methyl-1H-pyrazole). The product is CN1C(N(C(C=2C1=CNC2C2=NN(C=C2)C)=O)C)=O (1,3-Dimethyl-5-(1-methyl-1H-pyrazol-3-yl)-1H-pyrrolo[3,4-d]pyrimidine-2,4(3H,6H)-dione). RXN SMILES: [CH3:1][N:2]1[C:7]2=[CH:8][NH:9][C:10]([C:11]3[CH:12]=[C:13](C=CC=3)C#N)=[C:6]2[C:5](=[O:19])[N:4]([CH3:20])[C:3]1=[O:21].I[C:23]1C=C[N:25](C)[N:24]=1>>[CH3:1][N:2]1[C:7]2=[CH:8][NH:9][C:10]([C:11]3[CH:12]=[CH:13][N:24]([CH3:23])[N:25]=3)=[C:6]2[C:5](=[O:19])[N:4]([CH3:20])[C:3]1=[O:21]. Procedure details: The title compound was prepared by a similar method to 3-(1,3-Dimethyl-2,4-dioxo-2,3,4,6-tetrahydro-1H-pyrrolo[3,4-d]pyrimidin-5-yl)benzonitrile (Example 9.0 Step 4), replacing 3-bromobenzonitrile with 3-iodo-1-methyl-1H-pyrazole in Step 3. RXN SMILES: [CH2:1]([CH2:2][CH3:3])[c:4]1[n:5][c:6]2[c:7]([n:8]1[CH2:9][c:10]1[cH:11][c:12]3[c:13]([cH:26][cH:27]1)[C:14](=[CH:23][C:24]#[N:25])[c:15]1[c:16]([cH:19][cH:20][cH:21][cH:22]1)[CH2:17][CH2:18]3)[cH:28][cH:29][cH:30][cH:31]2.[CH3:35][CH2:36][OH:37].[Na+:33].[OH-:32].[OH2:34]>>[CH2:1]([CH2:2][CH3:3])[c:4]1[n:5][c:6]2[c:7]([n:8]1[CH2:9][c:10]1[cH:11][c:12]3[c:13]([cH:26][cH:27]1)[C:14](=[CH:23][C:24]([NH2:25])=[O:32])[c:15]1[c:16]([cH:19][cH:20][cH:21][cH:22]1)[CH2:17][CH2:18]3)[cH:28][cH:29][cH:30][cH:31]2. Yields the product CCCc1nc2ccccc2n1Cc1ccc2c(c1)CCc1ccccc1C2=CC(N)=O. Reactants: CCCc1nc2ccccc2n1Cc1ccc2c(c1)CCc1ccccc1C2=CC#N, CCO, [Na+], [OH-], O. The reactants are [Br-], CC(=O)c1ccccc1Br, C1CCOC1, C[P+](c1ccccc1)(c1ccccc1)c1ccccc1, CC(C)(C)[O-], [K+]. Yields the product C=C(C)c1ccccc1Br. Reaction SMILES: [Br-:17].[Br:7][c:8]1[c:9]([C:14]([CH3:15])=[O:16])[cH:10][cH:11][cH:12][cH:13]1.[CH2:38]1[O:39][CH2:40][CH2:41][CH2:42]1.[CH3:18][P+:19]([c:20]1[cH:21][cH:22][cH:23][cH:24][cH:25]1)([c:26]1[cH:27][cH:28][cH:29][cH:30][cH:31]1)[c:32]1[cH:33][cH:34][cH:35][cH:36][cH:37]1.[CH3:1][C:2]([CH3:3])([O-:4])[CH3:5].[K+:6]>>[CH2:1]=[C:14]([c:9]1[c:8]([Br:7])[cH:13][cH:12][cH:11][cH:10]1)[CH3:15]. The reactants are OCc1cncc(Br)c1, COC(=O)c1cccc(S)c1. Product: COC(=O)c1cccc(Sc2cncc(CO)c2)c1. Reaction SMILES: [Br:1][c:2]1[cH:3][c:4]([CH2:8][OH:9])[cH:5][n:6][cH:7]1.[CH3:10][O:11][C:12]([c:13]1[cH:14][c:15]([SH:19])[cH:16][cH:17][cH:18]1)=[O:20]>>[c:2]1([S:19][c:15]2[cH:14][c:13]([C:12]([O:11][CH3:10])=[O:20])[cH:18][cH:17][cH:16]2)[cH:3][c:4]([CH2:8][OH:9])[cH:5][n:6][cH:7]1.